This data is from the Open Reaction Database (ORD), a public repository of structured organic reaction records. The task is: describe an organic reaction: reactants, conditions, products, and yield Starting materials: C(C=C)C=1C(=C(O)C=CC1C(C)(C)C1=CC=C(C=C1)O)CC=C (diallylbisphenol A). Solvent: C1(=CC=CC=C1)C (toluene), O1CCCC1 (tetrahydrofuran). Reaction conditions: temperature 70 celsius. Product: OC1=CC=C(C=C1)C(C)(C)C1=CC=C(C=C1)O (bisphenol A). As a reaction SMILES: C([C:4]1[C:5](CC=C)=[C:6]([CH:8]=[CH:9][C:10]=1[C:11]([C:14]1[CH:19]=[CH:18][C:17]([OH:20])=[CH:16][CH:15]=1)([CH3:13])[CH3:12])[OH:7])C=C>C1(C)C=CC=CC=1.O1CCCC1>[OH:7][C:6]1[CH:5]=[CH:4][C:10]([C:11]([C:14]2[CH:15]=[CH:16][C:17]([OH:20])=[CH:18][CH:19]=2)([CH3:13])[CH3:12])=[CH:9][CH:8]=1. Procedure details: A 0.05 mL portion of hydrosilylation catalyst (a solution of platinum-olefin complex in toluene) was added to a solution of R7T8OSi(Me2)H, (R=cyclohexyl) (11.0 g, 10.2 mmol, 1eq) and diallylbisphenol A (12.6 g, 41 mmol, 4eq) in tetrahydrofuran (110 mL) contained in a thick walled glass reaction vessel. The reaction mixture was heated to 70° C. for 72 h. After this time the tetrahydrofuran solvent was removed to give a viscous, semisolid residue. Extraction of the residue with acetonitrile gave a... Reactants: C1(=CC=CC=C1)C1=NC(=NO1)N (5-phenyl-[1,2,4]oxadiazol-3-ylamine), ClC1=CC=C(N)C=C1 (4-chloroaniline). Product: ClC1=CC=C(C=C1)N1N=C(N=C1)N (1-(4-Chloro-phenyl)-1H-[1,2,4]triazol-3-ylamine), solid. Isolated yield 54.0%. Reaction SMILES: C1([C:7]2O[N:10]=[C:9]([NH2:12])[N:8]=2)C=CC=CC=1.[Cl:13][C:14]1[CH:20]=[CH:19][C:17]([NH2:18])=[CH:16][CH:15]=1>>[Cl:13][C:14]1[CH:20]=[CH:19][C:17]([N:18]2[CH:7]=[N:8][C:9]([NH2:12])=[N:10]2)=[CH:16][CH:15]=1. Procedure: Prepared in analogy to example 18a), starting with 5-phenyl-[1,2,4]oxadiazol-3-ylamine and 4-chloroaniline. The title compound was obtained as brownish solid (Yield=54%). MS ISP (m/e): 195.1 (100) [(M+H)+]. Starting materials: FC1=C(C=CC=C1)N1N=NC(=C1COC1=CC=CC=C1)C(=O)N([C@H]1C[C@H](CN(C1)C(=O)OC(C)(C)C)C(=O)OC)CC(C)C (1-tert-butyl 3-methyl(3R,5S)-5-[{[1-(2-fluorophenyl)-5-(phenoxymethyl)-1H-1,2,3-triazol-4-yl]carbonyl}(2-methylpropyl)amino]piperidine-1,3-dicarboxylate), [BH4-].[Na+] (sodium tetrahydroborate), [Cl-].[Ca+2].[Cl-] (Calcium(II) chloride). The solvent is C(C)O (ethanol), C(C)O (ethanol), C(O)([O-])=O.[Na+] (sodium hydrogen carbonate). Conditions: temperature 0 celsius, time 30 minute. The product is FC1=C(C=CC=C1)N1N=NC(=C1COC1=CC=CC=C1)C(=O)N([C@@H]1CN(C[C@@H](C1)CO)C(=O)OC(C)(C)C)CC(C)C (tert-butyl(3S,5R)-3-[{[1-(2-fluorophenyl)-5-(phenoxymethyl)-1H-1,2,3-triazol-4-yl]carbonyl}(2-methylpropyl)amino]-5-(hydroxymethyl)piperidine-1-carboxylate). Isolated yield 61.6%. RXN SMILES: [Cl-].[Ca+2].[Cl-].[BH4-].[Na+].[F:6][C:7]1[CH:12]=[CH:11][CH:10]=[CH:9][C:8]=1[N:13]1[C:17]([CH2:18][O:19][C:20]2[CH:25]=[CH:24][CH:23]=[CH:22][CH:21]=2)=[C:16]([C:26]([N:28]([CH2:46][CH:47]([CH3:49])[CH3:48])[C@@H:29]2[CH2:34][N:33]([C:35]([O:37][C:38]([CH3:41])([CH3:40])[CH3:39])=[O:36])[CH2:32][C@H:31]([C:42](OC)=[O:43])[CH2:30]2)=[O:27])[N:15]=[N:14]1>C(O)C.C(=O)([O-])O.[Na+]>[F:6][C:7]1[CH:12]=[CH:11][CH:10]=[CH:9][C:8]=1[N:13]1[C:17]([CH2:18][O:19][C:20]2[CH:21]=[CH:22][CH:23]=[CH:24][CH:25]=2)=[C:16]([C:26]([N:28]([CH2:46][CH:47]([CH3:49])[CH3:48])[C@H:29]2[CH2:30][C@@H:31]([CH2:42][OH:43])[CH2:32][N:33]([C:35]([O:37][C:38]([CH3:39])([CH3:40])[CH3:41])=[O:36])[CH2:34]2)=[O:27])[N:15]=[N:14]1 |f:0.1.2,3.4,7.8|. Reported procedure: Calcium(II) chloride (200 mg) was dissolved in ethanol (5 ml), sodium tetrahydroborate (140 mg) was added under ice-cooling and the mixture was stirred at 0° C. for 30 min. A solution (8 ml) of 1-tert-butyl 3-methyl(3R,5S)-5-[{[1-(2-fluorophenyl)-5-(phenoxymethyl)-1H-1,2,3-triazol-4-yl]carbonyl}(2-methylpropyl)amino]piperidine-1,3-dicarboxylate (760 mg) in ethanol was added to the reaction mixture under ice-cooling, and the mixture was stirred at room temperature for 13 hr. The reaction mixture ... Starting materials: CC(C)(C)OC(=O)N[C@@H](CCC1=CC=CC=C1)C(=O)O (Boc-Hfe-OH), C[Si](C)(C)C=[N+]=[N-] ((trimethylsilyl)diazomethane), solution, Cl (HCl), NO.Cl (H2NOH.HCl), [OH-].[K+] (KOH), ice. The solvent is C(Cl)Cl.CO (CH2Cl2 MeOH), CCOCC (Et2O), CO (MeOH). Reaction conditions: temperature 0 celsius, time 0.25 hour. Product: ONC(=O)[C@H](CCC1=CC=CC=C1)NC(=O)OC(C)(C)C (N-(1-(N-hydroxycarbamoyl)(1S)-3-phenylpropyl)(tert-butoxy)-carboxamide). The yield is 49.9%. Reaction SMILES: [CH3:1][C:2]([O:5][C:6]([NH:8][C@H:9]([C:18]([OH:20])=O)[CH2:10][CH2:11][C:12]1[CH:17]=[CH:16][CH:15]=[CH:14][CH:13]=1)=[O:7])([CH3:4])[CH3:3].C[Si](C=[N+]=[N-])(C)C.[NH2:28][OH:29].Cl.[OH-].[K+].Cl>CCOCC.CO.C(Cl)Cl.CO>[OH:29][NH:28][C:18]([C@@H:9]([NH:8][C:6]([O:5][C:2]([CH3:4])([CH3:3])[CH3:1])=[O:7])[CH2:10][CH2:11][C:12]1[CH:17]=[CH:16][CH:15]=[CH:14][CH:13]=1)=[O:20] |f:2.3,4.5,9.10|. Procedure details: A solution of crude Boc-Hfe-OH (10.0 mmol theoretical) in 4:1 CH2Cl2/MeOH (50.0 mL) was treated with (trimethylsilyl)diazomethane (12.0 mmol; 6.00 mL of a 2.0 M solution in Et2O) dropwise over 0.25 h at 22° C. CAUTION: vigorous gas evolution. The resulting yellow solution was stirred an additional 0.25 h to ensure complete methylation. Excess (trimethylsilyl)diazomethane was consumed by the dropwise addition of glacial AcOH, then all volatiles removed in vacuo. The crude ester was redissolved in... Starting materials: CC(C)c1cc(Br)c(C(C)C)cc1N, CC(C)c1cc(N)c(C(C)C)c([N+](=O)[O-])c1Br, CC(C)c1cc(S(N)(=O)=O)c(C(C)C)c([N+](=O)[O-])c1Br, CC(C)c1ccc(C(C)C)c(N)c1, [Cl-], O=S=O. Product: CC(C)c1cc(S(N)(=O)=O)c(C(C)C)c(N)c1Br. RXN SMILES: [Br:14][c:15]1[c:16]([CH:17]([CH3:18])[CH3:19])[cH:20][c:21]([NH2:22])[c:23]([CH:24]([CH3:25])[CH3:26])[cH:27]1.[Br:28][c:29]1[c:30]([CH:31]([CH3:32])[CH3:33])[cH:34][c:35]([NH2:36])[c:37]([CH:38]([CH3:39])[CH3:40])[c:41]1[N+:42]([O-:43])=[O:44].[Br:49][c:50]1[c:51]([N+:66]([O-:67])=[O:68])[c:52]([CH:63]([CH3:64])[CH3:65])[c:53]([S:59](=[O:60])(=[O:61])[NH2:62])[cH:54][c:55]1[CH:56]([CH3:57])[CH3:58].[CH:1]([c:2]1[cH:3][cH:4][c:5]([CH:6]([CH3:7])[CH3:8])[cH:9][c:10]1[NH2:11])([CH3:12])[CH3:13].[Cl-:45].[O:46]=[S:47]=[O:48]>>[Br:49][c:50]1[c:51]([NH2:66])[c:52]([CH:63]([CH3:64])[CH3:65])[c:53]([S:59](=[O:60])(=[O:61])[NH2:62])[cH:54][c:55]1[CH:56]([CH3:57])[CH3:58]. The reactants are C(C)OC(C)=O.BrC=1C=C(C=C(C1)OCC1CCCC1)SC1=CC(=C(OCC(=O)O)C=C1)C ([4-(3-Bromo-5-cyclopentylmethoxy-phenylsulfanyl)-2-methyl-phenoxy]-acetic acid ethyl acetate), C(#C)C1=CC=C(C=C1)S(=O)(=O)C (1-Ethynyl-4-methanesulfonyl-benzene), O (Water), ClCCl (dichloromethane). Reagents/catalysts: C1=CC=C(C=C1)P(C2=CC=CC=C2)C3=CC=CC=C3.C1=CC=C(C=C1)P(C2=CC=CC=C2)C3=CC=CC=C3.Cl[Pd]Cl (bis(triphenylphosphine)palladium (II) chloride), [Cu](I)I (copper iodide). Solvent: C(C)N(CC)CC (triethylamine), CN(C)C=O (DMF). Product: C(C)OC(COC1=C(C=C(C=C1)SC1=CC(=CC(=C1)C#CC1=CC=C(C=C1)S(=O)(=O)C)OCC1CCCC1)C)=O ({4-[3-Cyclopentylmethoxy-5-(4-methanesulfonyl-phenylethynyl)-phenylsulfanyl]-2-methyl-phenoxy}-acetic Acid Ethyl Ester). As a reaction SMILES: [CH2:1]([O:3][C:4](=[O:6])[CH3:5])[CH3:2].Br[C:8]1[CH:9]=[C:10]([S:21][C:22]2[CH:32]=[CH:31][C:25]([O:26]CC(O)=O)=[C:24]([CH3:33])[CH:23]=2)[CH:11]=[C:12]([O:14][CH2:15][CH:16]2[CH2:20][CH2:19][CH2:18][CH2:17]2)[CH:13]=1.[C:34]([C:36]1[CH:41]=[CH:40][C:39]([S:42]([CH3:45])(=[O:44])=[O:43])=[CH:38][CH:37]=1)#[CH:35].O.ClCCl>C(N(CC)CC)C.CN(C=O)C.C1C=CC(P(C2C=CC=CC=2)C2C=CC=CC=2)=CC=1.C1C=CC(P(C2C=CC=CC=2)C2C=CC=CC=2)=CC=1.Cl[Pd]Cl.[Cu](I)I>[CH2:1]([O:3][C:4](=[O:6])[CH2:5][O:26][C:25]1[CH:31]=[CH:32][C:22]([S:21][C:10]2[CH:9]=[C:8]([C:35]#[C:34][C:36]3[CH:37]=[CH:38][C:39]([S:42]([CH3:45])(=[O:44])=[O:43])=[CH:40][CH:41]=3)[CH:13]=[C:12]([O:14][CH2:15][CH:16]3[CH2:17][CH2:18][CH2:19][CH2:20]3)[CH:11]=2)=[CH:23][C:24]=1[CH3:33])[CH3:2] |f:0.1,7.8.9|. Procedure details: [4-(3-Bromo-5-cyclopentylmethoxy-phenylsulfanyl)-2-methyl-phenoxy]-acetic acid ethyl acetate (0.24 g; 0.50 mmol), 1-Ethynyl-4-methanesulfonyl-benzene (0.271 g; 1.5 mmol), bis(triphenylphosphine)palladium (II) chloride (28.11 mg; 0.04 mmol) and copper iodide (5.7 mg; 0.03 mmol) were dissolved in a mixture of triethylamine (5 mL) and DMF (5 mL) under an atmosphere of nitrogen. The reaction mixture was reacted in a microwave oven at 120° C. for 1 h. Water and dichloromethane was added to the reacti... Starting materials: CN1CCNCC1, CCOC(C)=O, Cc1ccccc1, CC(C)n1c(Cl)nc2cc(Cl)c([N+](=O)[O-])cc21. Product: CC(C)n1c(N2CCN(C)CC2)nc2cc(Cl)c([N+](=O)[O-])cc21. Reaction SMILES: [CH3:18][N:19]1[CH2:20][CH2:21][NH:22][CH2:23][CH2:24]1.[CH3:25][CH2:26][O:27][C:28](=[O:29])[CH3:30].[CH3:31][c:32]1[cH:33][cH:34][cH:35][cH:36][cH:37]1.[Cl:1][c:2]1[n:3][c:4]2[c:5]([n:6]1[CH:7]([CH3:8])[CH3:9])[cH:10][c:11]([N+:15](=[O:16])[O-:17])[c:12]([Cl:14])[cH:13]2>>[c:2]1([N:22]2[CH2:21][CH2:20][N:19]([CH3:18])[CH2:24][CH2:23]2)[n:3][c:4]2[c:5]([n:6]1[CH:7]([CH3:8])[CH3:9])[cH:10][c:11]([N+:15](=[O:16])[O-:17])[c:12]([Cl:14])[cH:13]2.